Dataset: the Open Reaction Database (ORD), a public repository of structured organic reaction records. Task: describe an organic reaction: reactants, conditions, products, and yield The reactants are C(C)C1=C2C(=C(S1)C(CCC1=CC(=C(C(=C1)C)OCCO)C)=O)CCC(C2)(C)C (1-(3-ethyl-5,5-dimethyl-4,5,6,7-tetrahydro-benzo[c]thiophen-1-yl)-3-[4-(2-hydroxy-ethoxy)-3,5-dimethyl-phenyl]-propan-1-one), CCN(C(C)C)C(C)C (DIPEA), CS(=O)(=O)Cl (methane sulfonylchloride). Run in C1CCOC1 (THF), C(C)OCC (diethyl ether). Reaction conditions: temperature 0 celsius, time 30 minute. Product: C(C)C1=C2C(=C(S1)C(CCC1=CC(=C(OCCOS(=O)(=O)C)C(=C1)C)C)=O)CCC(C2)(C)C (methanesulfonic acid 2-{4-[3-(3-ethyl-5,5-dimethyl-4,5,6,7-tetrahydro-benzo[c]thiophen-1-yl)-3-oxo-propyl]-2,6-dimethyl-phenoxy}-ethyl ester). The yield is 99.0%. Reaction SMILES: [CH2:1]([C:3]1[S:7][C:6]([C:8](=[O:23])[CH2:9][CH2:10][C:11]2[CH:16]=[C:15]([CH3:17])[C:14]([O:18][CH2:19][CH2:20][OH:21])=[C:13]([CH3:22])[CH:12]=2)=[C:5]2[CH2:24][CH2:25][C:26]([CH3:29])([CH3:28])[CH2:27][C:4]=12)[CH3:2].CCN(C(C)C)C(C)C.[CH3:39][S:40](Cl)(=[O:42])=[O:41]>C1COCC1.C(OCC)C>[CH2:1]([C:3]1[S:7][C:6]([C:8](=[O:23])[CH2:9][CH2:10][C:11]2[CH:16]=[C:15]([CH3:17])[C:14]([O:18][CH2:19][CH2:20][O:21][S:40]([CH3:39])(=[O:42])=[O:41])=[C:13]([CH3:22])[CH:12]=2)=[C:5]2[CH2:24][CH2:25][C:26]([CH3:28])([CH3:29])[CH2:27][C:4]=12)[CH3:2]. Reported procedure: To a solution of 1-(3-ethyl-5,5-dimethyl-4,5,6,7-tetrahydro-benzo[c]thiophen-1-yl)-3-[4-(2-hydroxy-ethoxy)-3,5-dimethyl-phenyl]-propan-1-one (255 mg, 0.615 mmol) in THF (10 mL) and DIPEA (0.29 mL, 1.70 mmol) is added methane sulfonylchloride (0.09 mL, 1.15 mmol) at 0° C. The reaction mixture is stirred at 0° C. for 30 min. The reaction mixture is diluted with diethyl ether, washed with sat. aq. NaHCO3 solution followed by 10% aq. citric acid solution, dried over Na2SO4 and evaporated to give met... Starting materials: C1(CCCCC1)OC=1C=C2C(=CNC2=CC1)C=1CCN(CC1)C (5-cyclohexyloxy-3-(1-methyl-1,2,3,6-tetrahydro-4-pyridinyl)-1H-indole). Reagents/catalysts: [Pd] (Palladium on carbon). Run in CO (methanol). Conditions: time 8 hour. The product is C1(CCCCC1)OC=1C=C2C(=CNC2=CC1)C1CCN(CC1)C (5-cyclohexyloxy-3-(1-methyl-4-piperidinyl)-1H-indole). As a reaction SMILES: [CH:1]1([O:7][C:8]2[CH:9]=[C:10]3[C:14](=[CH:15][CH:16]=2)[NH:13][CH:12]=[C:11]3[C:17]2[CH2:18][CH2:19][N:20]([CH3:23])[CH2:21][CH:22]=2)[CH2:6][CH2:5][CH2:4][CH2:3][CH2:2]1>[Pd].CO>[CH:1]1([O:7][C:8]2[CH:9]=[C:10]3[C:14](=[CH:15][CH:16]=2)[NH:13][CH:12]=[C:11]3[CH:17]2[CH2:22][CH2:21][N:20]([CH3:23])[CH2:19][CH2:18]2)[CH2:6][CH2:5][CH2:4][CH2:3][CH2:2]1. Procedure details: Palladium on carbon (10%, 31 mg) was added to a solution of 5-cyclohexyloxy-3-(1-methyl-1,2,3,6-tetrahydro-4-pyridinyl)-1H-indole (Example 4c, 48.4 mg, 0.16 mmol) in methanol (5 mL) and the mixture was stirred under an atmosphere of hydrogen for 8 h. Removal of the catalyst by filtration through celite and silica (20% 2M methanolic ammonia in dichloromethane) yielded 5-cyclohexyloxy-3-(1-methyl-4-piperidinyl)-1H-indole (quantitative, HRMS-FAB+ for C20H28N2O: calculated MH+: 313.22800; found MH+ ... Starting materials: COC(=O)C=1C(=CC=C(C1)C(N)=S)C1=C(C=CC=C1)[N+](=O)[O-] (2′-nitro-4-thiocarbamoyl-biphenyl-2-carboxylic acid methyl ester), COC(=O)C=1C(=CC=C(C1)C(N)=S)C1=C(C=CC=C1)[N+](=O)[O-] (2′-nitro-4-thiocarbamoyl-biphenyl-2-carboxylic acid methyl ester), BrCC(=O)C1=C(C=CC(=C1)Cl)Cl (2-bromo-1-(2,5-dichlorophenyl)ethanone). Product: ClC1=C(C=C(C=C1)Cl)C=1N=C(SC1)C=1C=C(C(=CC1)C1=C(C=CC=C1)[N+](=O)[O-])C(=O)O (4-[4-(2,5-Dichloro-phenyl)-thiazol-2-yl]-2′-nitro-biphenyl-2-carboxylic acid). Yield: 44.0%. RXN SMILES: C[O:2][C:3]([C:5]1[C:6]([C:14]2[CH:19]=[CH:18][CH:17]=[CH:16][C:15]=2[N+:20]([O-:22])=[O:21])=[CH:7][CH:8]=[C:9]([C:11](=[S:13])[NH2:12])[CH:10]=1)=[O:4].Br[CH2:24][C:25]([C:27]1[CH:32]=[C:31]([Cl:33])[CH:30]=[CH:29][C:28]=1[Cl:34])=O>>[Cl:34][C:28]1[CH:29]=[CH:30][C:31]([Cl:33])=[CH:32][C:27]=1[C:25]1[N:12]=[C:11]([C:9]2[CH:10]=[C:5]([C:3]([OH:2])=[O:4])[C:6]([C:14]3[CH:19]=[CH:18][CH:17]=[CH:16][C:15]=3[N+:20]([O-:22])=[O:21])=[CH:7][CH:8]=2)[S:13][CH:24]=1. Procedure details: 4-[4-(2,5-Dichloro-phenyl)-thiazol-2-yl]-2′-nitro-biphenyl-2-carboxylic acid (130 mg, 44%) was prepared from 2′-nitro-4-thiocarbamoyl-biphenyl-2-carboxylic acid methyl ester (which may be prepared as described for Intermediate 4) and 2-bromo-1-(2,5-dichlorophenyl)ethanone (available from Oakwood Products, Inc.) using the procedure described for the preparation of Example 1. 1H NMR (300 MHz, DMSO-d6) δ 8.50 (d, J=1.5 Hz, 1H), 8.33 (s, 1H), 8.05-8.19 (m, 3H), 7.74 (t, J=7.6 Hz, 1H), 7.50-7.66 (m, ... Reactants: N(=[N+]=[N-])C[C@H]1N(C[C@@H](C1)F)C(=O)NC1=CN(C2=CC=CC=C12)C(=O)N (3-[((2S,4R)-2-Azidomethyl-4-fluoro-pyrrolidine-1-carbonyl)-amino]-indole-1-carboxylic acid amide). Solvent: C1CCOC1 (THF). Run at time 1.5 hour. Product: NC[C@H]1N(C[C@@H](C1)F)C(=O)NC1=CN(C2=CC=CC=C12)C(=O)N (3-[((2S,4R)-2-Aminomethyl-4-fluoro-pyrrolidine-1-carbonyl)-amino]-indole-1-carboxylic acid amide). RXN SMILES: [N:1]([CH2:4][C@@H:5]1[CH2:9][C@@H:8]([F:10])[CH2:7][N:6]1[C:11]([NH:13][C:14]1[C:22]2[C:17](=[CH:18][CH:19]=[CH:20][CH:21]=2)[N:16]([C:23]([NH2:25])=[O:24])[CH:15]=1)=[O:12])=[N+]=[N-]>C1COCC1>[NH2:1][CH2:4][C@@H:5]1[CH2:9][C@@H:8]([F:10])[CH2:7][N:6]1[C:11]([NH:13][C:14]1[C:22]2[C:17](=[CH:18][CH:19]=[CH:20][CH:21]=2)[N:16]([C:23]([NH2:25])=[O:24])[CH:15]=1)=[O:12]. Reported procedure: 3-[((2S,4R)-2-Azidomethyl-4-fluoro-pyrrolidine-1-carbonyl)-amino]-indole-1-carboxylic acid amide (500 mg, 2.84 mmol) was suspended in THF (5 mL). Air was removed from the flask and replaced with nitrogen three times. Pd/C 10% (100 mg) was added to the solution which was again degassed, placed under a hydrogen atmosphere, and stirred at RT for 1.5 h. The catalyst was removed through a pad of Celite and washed with THF and MeOH to give the desired material which was used in the next step without f... Reactants: CCCCCC=CC=CC(=O)OCC, [Na+], C1CCOC1, [OH-]. Product: CCCCCC=CC=CC(=O)O. As a reaction SMILES: [C:3]([CH:4]=[CH:5][CH:6]=[CH:7][CH2:8][CH2:9][CH2:10][CH2:11][CH3:12])(=[O:13])[O:14][CH2:15][CH3:16].[Na+:2].[O:17]1[CH2:18][CH2:19][CH2:20][CH2:21]1.[OH-:1]>>[C:3]([CH:4]=[CH:5][CH:6]=[CH:7][CH2:8][CH2:9][CH2:10][CH2:11][CH3:12])(=[O:13])[OH:14].